Dataset: the Open Reaction Database (ORD), a public repository of structured organic reaction records. Task: describe an organic reaction: reactants, conditions, products, and yield Reactants: IC1=CC=C(C=C1)CC(=O)O ((4-iodo-phenyl)-acetic acid), S(=O)(Cl)Cl (thionyl chloride), CO (methanol). Reaction conditions: time 36 hour. The product is COC(CC1=CC=C(C=C1)I)=O ((4-iodo-phenyl)-acetic acid methyl ester). Yield: 86.0%. Reaction SMILES: [I:1][C:2]1[CH:7]=[CH:6][C:5]([CH2:8][C:9]([OH:11])=[O:10])=[CH:4][CH:3]=1.S(Cl)(Cl)=O.[CH3:16]O>>[CH3:16][O:10][C:9](=[O:11])[CH2:8][C:5]1[CH:4]=[CH:3][C:2]([I:1])=[CH:7][CH:6]=1. Reported procedure: A solution of 5 g (19 mmol) of (4-iodo-phenyl)-acetic acid in 50 mL of methanol (MeOH) was added dropwise 3.5 mL (48 mmol) of thionyl chloride (SOCl2), and the resulting mixture was stirred at rt for 36 h, after which time analysis by thin layer chromatography (TLC) indicated product formation. The mixture was concentrated to give 4.5 g (86% yield) of (4-iodo-phenyl)-acetic acid methyl ester as a pale beige oil as indicated by 1H NMR. Starting materials: CCc1ccc(-c2cccc(C(=O)CC(=O)Nc3cc(C(F)(F)F)ccc3NC(=O)OC(C)(C)C)c2)cn1, ClCCl, O=C(O)C(F)(F)F. Yields the product CCc1ccc(-c2cccc(C3=Nc4ccc(C(F)(F)F)cc4NC(=O)C3)c2)cn1. RXN SMILES: [C:1]([O:2][C:3](=[O:4])[NH:7][c:8]1[c:9]([NH:18][C:19]([CH2:20][C:21](=[O:5])[c:23]2[cH:24][c:25](-[c:29]3[cH:30][n:31][c:32]([CH2:35][CH3:36])[cH:33][cH:34]3)[cH:26][cH:27][cH:28]2)=[O:37])[cH:10][c:11]([C:14]([F:15])([F:16])[F:17])[cH:12][cH:13]1)([CH3:6])([CH3:22])[CH3:38].[Cl:46][CH2:47][Cl:48].[F:39][C:40]([F:41])([F:42])[C:43]([OH:44])=[O:45]>>[N:7]1=[C:21]([c:23]2[cH:24][c:25](-[c:29]3[cH:30][n:31][c:32]([CH2:35][CH3:36])[cH:33][cH:34]3)[cH:26][cH:27][cH:28]2)[CH2:20][C:19](=[O:37])[NH:18][c:9]2[c:8]1[cH:13][cH:12][c:11]([C:14]([F:15])([F:16])[F:17])[cH:10]2. Reactants: O (H2O), C(=O)(OCC1=CC=CC=C1)N[C@@H](CCSC)C(=O)O (N-Cbz-L-methionine), C1(=CC=C(C=C1)S(=O)(=O)O)C.N[C@@H]1[C@@H](CC2(OCCO2)CC1)C(=O)OCC (Ethyl (7R,8S)-8-amino-1,4-dioxa-spiro[4.5]decane-7-carboxylate 4-toluenesulfonate salt), CCN=C=NCCCN(C)C (EDAC), C=1C=CC2=C(C1)N=NN2O (HOBt), TEA. Solvent: CC#N (MeCN), CCOC(=O)C (EtOAc). Conditions: time 30 minute. Product: C(C1=CC=CC=C1)OC(=O)N[C@H](C(=O)N[C@@H]1[C@@H](CC2(OCCO2)CC1)C(=O)OCC)CCSC (ethyl (7R,8S)-8-{(2S)-2-benzyloxycarbonylamino-4-methylsulfanyl-butyr-yl-amino}-1,4-dioxa-spiro[4.5]decane-7-carboxylate). Yield: 98.0%. As a reaction SMILES: C1(C)C=CC(S(O)(=O)=O)=CC=1.[NH2:12][C@H:13]1[CH2:22][CH2:21][C:16]2([O:20][CH2:19][CH2:18][O:17]2)[CH2:15][C@H:14]1[C:23]([O:25][CH2:26][CH3:27])=[O:24].CCN=C=NCCCN(C)C.C1C=CC2N(O)N=NC=2C=1.O.[C:50]([NH:60][C@H:61]([C:66](O)=[O:67])[CH2:62][CH2:63][S:64][CH3:65])([O:52][CH2:53][C:54]1[CH:59]=[CH:58][CH:57]=[CH:56][CH:55]=1)=[O:51]>CCOC(C)=O.CC#N>[CH2:53]([O:52][C:50]([NH:60][C@@H:61]([CH2:62][CH2:63][S:64][CH3:65])[C:66]([NH:12][C@H:13]1[CH2:22][CH2:21][C:16]2([O:20][CH2:19][CH2:18][O:17]2)[CH2:15][C@H:14]1[C:23]([O:25][CH2:26][CH3:27])=[O:24])=[O:67])=[O:51])[C:54]1[CH:55]=[CH:56][CH:57]=[CH:58][CH:59]=1 |f:0.1|. Procedure details: Example 1, Alternative Step 9aii: Aminoester 1 (63 g, 0.16M, 1 eq.; the product of reductive deprotection of a known compound—(See e.g. R. J. Cherney, WO 2004/098516 and G. V. Delucca & S. S. Ko, WO 2004/110993) was placed in a round bottom flask and MeCN (500 mL) was added. EDAC (33.1 g, 0.17M, 1.1 eq), HOBt.H2O (21.2 g, 0.16M, 1.0 eq) and N-Cbz-L-methionine (46.7 g, 0.17M, 1.05 eq) were then added followed by TEA (48.0 mL, 0.35M, 2.2 eq). An exotherm to 38° C. was observed. The reaction mass w... Starting materials: compound, ClC1=CC=C(C=C1)C(CO)=C (β-(4-chlorophenyl)-β-methylene ethanol), ClC1=CC(=CC=C1)C(=O)OO (m-chloroperbenzoic acid). The solvent is C(Cl)(Cl)Cl (chloroform), C(Cl)(Cl)Cl (chloroform), C(Cl)(Cl)Cl (chloroform). The product is ClC1=CC=C(C=C1)C1(OC1)CO (2-(4-CHLOROPHENYL)-2-HYDROXYMETHYLOXIRANE). Yield: 72.2%. RXN SMILES: [Cl:1][C:2]1[CH:7]=[CH:6][C:5]([C:8](=[CH2:11])[CH2:9][OH:10])=[CH:4][CH:3]=1.ClC1C=CC=C(C(OO)=[O:20])C=1>C(Cl)(Cl)Cl>[Cl:1][C:2]1[CH:3]=[CH:4][C:5]([C:8]2([CH2:11][OH:20])[CH2:9][O:10]2)=[CH:6][CH:7]=1. Reported procedure: To a solution of the compound prepared in Example 4(c), β-(4-chlorophenyl)-β-methylene ethanol (1.05g) in chloroform (50 mL) add, with cooling, (ice bath) a solution of m-chloroperbenzoic acid (1.2g) in chloroform. Stir the chloroform solution for 4 hr. Wash the chloroform solution, successively, with aqueous 10% NaHSO3 (to remove excess per acid) followed by aqueous NaHCO3 and finally with water. Dry (Na2SO4) the chloroform solution. Remove the chloroform in vacuo to provide the title compound ... Reactants: [Si](C1=CC=CC=C1)(C1=CC=CC=C1)(C(C)(C)C)OCC1N(CC2CC2C1)C(=O)OC(C)(C)C (tert-butyl 4-(((tert-butyldiphenylsilyl)oxy)methyl)-3-azabicyclo[4.1.0]heptane-3-carboxylate). The solvent is C1CCOC1 (THF), CCCC[N+](CCCC)(CCCC)CCCC.[F-] (TBAF), C1CCOC1 (THF). Run at time 18 hour. The product is OCC1N(CC2CC2C1)C(=O)OC(C)(C)C (tert-butyl 4-(hydroxymethyl)-3-azabicyclo[4.1.0]heptane-3-carboxylate). The yield is 90.9%. Reaction SMILES: [Si]([O:18][CH2:19][CH:20]1[CH2:26][CH:25]2[CH:23]([CH2:24]2)[CH2:22][N:21]1[C:27]([O:29][C:30]([CH3:33])([CH3:32])[CH3:31])=[O:28])(C(C)(C)C)(C1C=CC=CC=1)C1C=CC=CC=1>C1COCC1.CCCC[N+](CCCC)(CCCC)CCCC.[F-]>[OH:18][CH2:19][CH:20]1[CH2:26][CH:25]2[CH:23]([CH2:24]2)[CH2:22][N:21]1[C:27]([O:29][C:30]([CH3:33])([CH3:32])[CH3:31])=[O:28] |f:2.3|. Reported procedure: To a solution of tert-butyl 4-(((tert-butyldiphenylsilyl)oxy)methyl)-3-azabicyclo[4.1.0]heptane-3-carboxylate (D14) (2.10 g, 4.5 mmol) in THF (80 ml), TBAF 1M sol. in THF (9.01 ml) was added and the reaction mixture was stirred at RT for 18 hrs. Solvents were evaporated in vacuo and the resulting residue was purified on SPE-Si (5 g) cartridge eluting with a mixture cHex/EtOAc from 90/10 to 40/60. Collected fractions after solvent evaporation afforded the title compound (D15) (0.93 g). Reactants: O1C=C(C=C1)C=1C=CC(=NC1)C(C)O (1-(5-(furan-3-yl)pyridin-2-yl)ethanol), P(Br)(Br)Br (PBr3). The solvent is C(C)(=O)OCC (ethyl acetate), C([O-])(O)=O (bicarbonate), C(Cl)(Cl)Cl (chloroform). Reaction conditions: temperature 2.5 celsius. The product is BrC(C)C1=NC=C(C=C1)C1=COC=C1 (2-(1-bromoethyl)-5-(furan-3-yl)pyridine). Yield: 73.8%. Reaction SMILES: [O:1]1[CH:5]=[CH:4][C:3]([C:6]2[CH:7]=[CH:8][C:9]([CH:12](O)[CH3:13])=[N:10][CH:11]=2)=[CH:2]1.P(Br)(Br)[Br:16]>C(Cl)(Cl)Cl.C(OCC)(=O)C.C(=O)(O)[O-]>[Br:16][CH:12]([C:9]1[CH:8]=[CH:7][C:6]([C:3]2[CH:4]=[CH:5][O:1][CH:2]=2)=[CH:11][N:10]=1)[CH3:13]. Procedure: To a solution of 1-(5-(furan-3-yl)pyridin-2-yl)ethanol (0.075 g, 0.403 mmol) in chloroform (5 ml) was added PBr3 (0.321 g, 1.209 mmol), at 0-5° C., the reaction maintained at the same temperature for 15 min, the reaction was slowly warmed to rt and was maintained at rt for another 2 h. The contents were diluted with ethyl acetate (100 mL), bicarbonate solution (10 mL) was added, the organic layer was separated, the organic layer dried over sodium sulphate and distilled to provide 2-(1-bromoethyl... The reactants are C(C)(C)(C)OC(=O)N1CCC2=C(CC1)C(=C(C=C2)Cl)SC(N(C)C)=O (3-tert-butoxycarbonyl-7-chloro-6-dimethylcarbamoylthio-2,3,4,5-tetrahydro-benzo[d]azepine), [OH-].[K+] (potassium hydroxide), C1(=CC=C(C=C1)S(=O)(=O)OC[C@@H]1CCC(O1)=O)C ((S)-(+)-dihydro-5-(p-tolylsulfonyloxymethyl)-2-(3H)-furanone), [H-].[Na+] (sodium hydride). Run in [NH4+].[Cl-] (NH4Cl), CO (methanol), CCOC(=O)C (EtOAc), [NH4+].[Cl-] (NH4Cl). Reaction conditions: temperature 50 celsius, time 8 hour. Product: C(C)(C)(C)OC(=O)N1CCC2=C(CC1)C(=C(C=C2)Cl)SC[C@H]2OC(CC2)=O ((S)-3-tert-Butoxycarbonyl-7-chloro-6-(5-oxo-tetrahydro-furan-2-ylmethylthio)-2,3,4,5-tetrahydro-1H-benzo[d]azepine). Reaction SMILES: [C:1]([O:5][C:6]([N:8]1[CH2:14][CH2:13][C:12]2[C:15]([S:20]C(=O)N(C)C)=[C:16]([Cl:19])[CH:17]=[CH:18][C:11]=2[CH2:10][CH2:9]1)=[O:7])([CH3:4])([CH3:3])[CH3:2].[OH-].[K+].[H-].[Na+].C1(C)C=CC(S(O[CH2:40][C@H:41]2[O:45][C:44](=[O:46])[CH2:43][CH2:42]2)(=O)=O)=CC=1>CO.CCOC(C)=O.[NH4+].[Cl-]>[C:1]([O:5][C:6]([N:8]1[CH2:14][CH2:13][C:12]2[C:15]([S:20][CH2:40][C@@H:41]3[CH2:42][CH2:43][C:44](=[O:46])[O:45]3)=[C:16]([Cl:19])[CH:17]=[CH:18][C:11]=2[CH2:10][CH2:9]1)=[O:7])([CH3:2])([CH3:4])[CH3:3] |f:1.2,3.4,8.9|. Procedure details: To a solution of 3-tert-butoxycarbonyl-7-chloro-6-dimethylcarbamoylthio-2,3,4,5-tetrahydro-benzo[d]azepine (137 mg, 0.356 mmol) in methanol (2 mL) add potassium hydroxide pellets (640 mg, 11.4 mmol) and heat for 3 h at 50° C. Cool to ambient temperature, add saturated aqueous NH4Cl, extract three times with EtOAc, dry over anhydrous Na2SO4, and concentrate in vacuo. Dissolve the crude thiophenol thus obtained in dry DMF (2 mL), and add with stirring sodium hydride (18 mg, 0.713 mmol, 95% dispers... The reactants are C1CCNC1, COc1ccc2c(c1)CCC(=O)C2, Cc1ccc(S(=O)(=O)O)cc1, c1ccccc1. The product is COc1ccc2c(c1)CCC(N1CCCC1)=C2. As a reaction SMILES: [CH2:14]1[CH2:15][CH2:16][NH:17][CH2:18]1.[CH3:1][O:2][c:3]1[cH:4][c:5]2[c:10]([cH:11][cH:12]1)[CH2:9][C:8](=[O:13])[CH2:7][CH2:6]2.[c:19]1([CH3:20])[cH:21][cH:22][c:23]([S:24]([OH:25])(=[O:26])=[O:27])[cH:28][cH:29]1.[cH:30]1[cH:31][cH:32][cH:33][cH:34][cH:35]1>>[CH3:1][O:2][c:3]1[cH:4][c:5]2[c:10]([cH:11][cH:12]1)[CH:9]=[C:8]([N:17]1[CH2:16][CH2:15][CH2:14][CH2:18]1)[CH2:7][CH2:6]2. Reactants: CS(=O)(=O)C (dimethylsulfone), COC(C1=CC(=C(C(=C1)OC)N(C)C)OC)=O (4-(dimethylamino)-3,5-dimethoxy-benzoic acid methyl ester), [H-].[Na+] (sodium hydride), CS(=O)C (dimethylsulfoxide). Solvent: C(C)(=O)O (acetic acid), O (water). Product: CN(C1=C(C=C(C=C1OC)C(CS(=O)(=O)C)=O)OC)C (4'-(dimethylamino)-3',5'-dimethoxy-2-(methylsulfonyl)-acetophenone). As a reaction SMILES: [CH3:1][S:2]([CH3:5])(=[O:4])=[O:3].[H-].[Na+].CS(C)=O.C[O:13][C:14](=O)[C:15]1[CH:20]=[C:19]([O:21][CH3:22])[C:18]([N:23]([CH3:25])[CH3:24])=[C:17]([O:26][CH3:27])[CH:16]=1>C(O)(=O)C.O>[CH3:25][N:23]([CH3:24])[C:18]1[C:17]([O:26][CH3:27])=[CH:16][C:15]([C:14](=[O:13])[CH2:1][S:2]([CH3:5])(=[O:4])=[O:3])=[CH:20][C:19]=1[O:21][CH3:22] |f:1.2|. Reaction conditions: temperature 30 celsius, time 4 hour. Procedure: A suspension of 21.6 g. of dimethylsulfone and 7.7 g. of sodium hydride (50% dispersion in oil) in 80 ml. of absolute dimethylsulfoxide was stirred at 50° C. for 3 hours under an atmosphere of nitrogen and the exclusion of moisture. The mixture was cooled to 30° C. and 15.6 g. of 4-(dimethylamino)-3,5-dimethoxy-benzoic acid methyl ester were added. After stirring at room temperature for 4 hours, 500 ml. of water were added and the solution was made neutral with glacial acetic acid. The precipita... The reactants are CC1CC2C3CCC4=CC(=O)CCC4=C3C(c3ccc(-c4cccnc4)cc3)CC2(C)C1C(=O)C1CC1, Cl, NO, C1COCCO1, O. Product: CC1CC2C3CCC4=CC(=NO)CCC4=C3C(c3ccc(-c4cccnc4)cc3)CC2(C)C1C(=O)C1CC1. As a reaction SMILES: [CH:5]1([C:8](=[O:9])[CH:10]2[C:11]3([CH3:12])[CH:13]([CH2:14][CH:15]2[CH3:16])[CH:17]2[CH2:18][CH2:19][C:20]4=[CH:21][C:22](=[O:41])[CH2:23][CH2:24][C:25]4=[C:26]2[CH:27]([c:29]2[cH:30][cH:31][c:32](-[c:35]4[cH:36][n:37][cH:38][cH:39][cH:40]4)[cH:33][cH:34]2)[CH2:28]3)[CH2:6][CH2:7]1.[ClH:1].[NH2:2][OH:3].[O:42]1[CH2:43][CH2:44][O:45][CH2:46][CH2:47]1.[OH2:4]>>[N:2]([OH:3])=[C:22]1[CH:21]=[C:20]2[CH2:19][CH2:18][CH:17]3[CH:13]4[C:11]([CH3:12])([CH:10]([C:8]([CH:5]5[CH2:6][CH2:7]5)=[O:9])[CH:15]([CH3:16])[CH2:14]4)[CH2:28][CH:27]([c:29]4[cH:30][cH:31][c:32](-[c:35]5[cH:36][n:37][cH:38][cH:39][cH:40]5)[cH:33][cH:34]4)[C:26]3=[C:25]2[CH2:24][CH2:23]1.